This data is from the Open Reaction Database (ORD), a public repository of structured organic reaction records. The task is: describe an organic reaction: reactants, conditions, products, and yield Reactants: [N-]=[N+]=[N-].[Na+] (Sodium azide), C(C)(C)(C)OC(=O)N(C(=O)OC(C)(C)C)C1=N[C@]2(COCC[C@H]2CS1)C=1SC=C(C1)B1OC(C(O1)(C)C)(C)C ((±)-N,N-di(tert-butyloxycarbonyl)-[(4aR*,8aR*)-8a-[4-(4,4,5,5-tetramethyl-[1,3,2]dioxaborolan-2-yl)-thiophen-2-yl]-4,4a,5,6,8,8a-hexahydro-7-oxa-3-thia-1-azanaphthalen-2-yl]amine). The reagents and catalysts are C(C)(=O)[O-].[Cu+2].C(C)(=O)[O-] (copper (II) acetate). Solvent: CO (methanol). Reaction conditions: time 8 hour. The product is C(C)(C)(C)OC(=O)N(C(=O)OC(C)(C)C)C1=N[C@]2(COCC[C@H]2CS1)C=1SC=C(C1)N=[N+]=[N-] ((±)-N,N-di(tert-butyloxycarbonyl)-[(4aR*,8aR*)-8a-(4-azidothiophen-2-yl)-4,4a,5,6,8,8a-hexahydro-7-oxa-3-thia-1-azanaphthalen-2-yl]amine). Isolated yield 74.6%. Reaction SMILES: [N-:1]=[N+:2]=[N-:3].[Na+].[C:5]([O:9][C:10]([N:12]([C:20]1[S:29][CH2:28][C@H:27]2[C@:22]([C:30]3[S:31][CH:32]=[C:33](B4OC(C)(C)C(C)(C)O4)[CH:34]=3)([CH2:23][O:24][CH2:25][CH2:26]2)[N:21]=1)[C:13]([O:15][C:16]([CH3:19])([CH3:18])[CH3:17])=[O:14])=[O:11])([CH3:8])([CH3:7])[CH3:6]>CO.C([O-])(=O)C.[Cu+2].C([O-])(=O)C>[C:5]([O:9][C:10]([N:12]([C:20]1[S:29][CH2:28][C@H:27]2[C@:22]([C:30]3[S:31][CH:32]=[C:33]([N:1]=[N+:2]=[N-:3])[CH:34]=3)([CH2:23][O:24][CH2:25][CH2:26]2)[N:21]=1)[C:13]([O:15][C:16]([CH3:19])([CH3:18])[CH3:17])=[O:14])=[O:11])([CH3:6])([CH3:7])[CH3:8] |f:0.1,4.5.6|. Procedure: Sodium azide (177 mg) and copper (II) acetate (99.2 mg) were added to a solution of (±)-N,N-di(tert-butyloxycarbonyl)-[(4aR*,8aR*)-8a-[4-(4,4,5,5-tetramethyl-[1,3,2]dioxaborolan-2-yl)-thiophen-2-yl]-4,4a,5,6,8,8a-hexahydro-7-oxa-3-thia-1-azanaphthalen-2-yl]amine (790 mg) in methanol (88 ml). The mixture was stirred at room temperature overnight, and then the excess of methanol was evaporated under reduced pressure. An ammonium chloride solution was added to the residue, and the aqueous layer was... Reactants: Cc1ccc(N2CCN(C(=O)OC(C)(C)C)CC2=O)c(C)c1, CCOC(C)=O, ClC(Cl)Cl, Cl. Yields the product Cl, Cc1ccc(N2CCNCC2=O)c(C)c1. As a reaction SMILES: [C:1]([O:2][C:3](=[O:4])[N:8]1[CH2:9][C:10](=[O:22])[N:11]([c:14]2[c:15]([CH3:21])[cH:16][c:17]([CH3:20])[cH:18][cH:19]2)[CH2:12][CH2:13]1)([CH3:5])([CH3:6])[CH3:7].[C:23]([O:24][CH2:25][CH3:26])(=[O:27])[CH3:28].[CH:30]([Cl:31])([Cl:32])[Cl:33].[ClH:29]>>[ClH:29].[NH:8]1[CH2:9][C:10](=[O:22])[N:11]([c:14]2[c:15]([CH3:21])[cH:16][c:17]([CH3:20])[cH:18][cH:19]2)[CH2:12][CH2:13]1. Reactants: OC=1C=C(CC2N(CCC3=CC(=C(C=C23)OC)OC)CC(=O)NCC2=CC=CC=C2)C=CC1OC (2-[1-(3-hydroxy-4-methoxy-benzyl)-6,7-dimethoxy-3,4-dihydro-1H-isoquinolin-2-yl]-N-benzyl-acetamide), C(CC)Br (propyl bromide). Product: C(CC)OC=1C=C(CC2N(CCC3=CC(=C(C=C23)OC)OC)CC(=O)NCC2=CC=CC=C2)C=CC1OC (2-[1-(3-propoxy-4-methoxy-benzyl)-6,7-dimethoxy-3,4-dihydro-1H-isoquinolin-2-yl]-N-benzyl-acetamide). As a reaction SMILES: [OH:1][C:2]1[CH:3]=[C:4]([CH:31]=[CH:32][C:33]=1[O:34][CH3:35])[CH2:5][CH:6]1[C:15]2[C:10](=[CH:11][C:12]([O:18][CH3:19])=[C:13]([O:16][CH3:17])[CH:14]=2)[CH2:9][CH2:8][N:7]1[CH2:20][C:21]([NH:23][CH2:24][C:25]1[CH:30]=[CH:29][CH:28]=[CH:27][CH:26]=1)=[O:22].[CH2:36](Br)[CH2:37][CH3:38]>>[CH2:36]([O:1][C:2]1[CH:3]=[C:4]([CH:31]=[CH:32][C:33]=1[O:34][CH3:35])[CH2:5][CH:6]1[C:15]2[C:10](=[CH:11][C:12]([O:18][CH3:19])=[C:13]([O:16][CH3:17])[CH:14]=2)[CH2:9][CH2:8][N:7]1[CH2:20][C:21]([NH:23][CH2:24][C:25]1[CH:30]=[CH:29][CH:28]=[CH:27][CH:26]=1)=[O:22])[CH2:37][CH3:38]. Procedure details: prepared by reaction of 2-[1-(3-hydroxy-4-methoxy-benzyl)-6,7-dimethoxy-3,4-dihydro-1H-isoquinolin-2-yl]-N-benzyl-acetamide with propyl bromide The reactants are [N+](=O)([O-])C1=C(C=CC=C1)C1=CC=C(C=C1)C(CCC(=O)O)=O (4-(2'-nitro-4-biphenylyl)-4-oxo-butyric acid), Cl(=O)(=O)(=O)O (perchloric acid). The reagents and catalysts are [Pd] (palladium/barium sulfate). Run in C(C)(=O)O (acetic acid). Product: NC1=C(C=CC=C1)C1=CC=C(C=C1)CCCC(=O)O (4-(2'-Amino-4-biphenylyl)-butyric acid). RXN SMILES: [N+:1]([C:4]1[CH:9]=[CH:8][CH:7]=[CH:6][C:5]=1[C:10]1[CH:15]=[CH:14][C:13]([C:16](=O)[CH2:17][CH2:18][C:19]([OH:21])=[O:20])=[CH:12][CH:11]=1)([O-])=O.Cl(O)(=O)(=O)=O>C(O)(=O)C.[Pd]>[NH2:1][C:4]1[CH:9]=[CH:8][CH:7]=[CH:6][C:5]=1[C:10]1[CH:15]=[CH:14][C:13]([CH2:16][CH2:17][CH2:18][C:19]([OH:21])=[O:20])=[CH:12][CH:11]=1. Procedure: 6 gm (0.02 mol) of 4-(2'-nitro-4-biphenylyl)-4-oxo-butyric acid were hydrogenated in 60 ml of acetic acid and 2.5 ml of perchloric acid in the presence of 2.5 gm of palladium/barium sulfate (5%) as catalyst at room temperature and at a pressure of 5 atmospheres in a Parr-autoclave. After absorption of the calculated quantity of hydrogen, the catalyst was vacuum-filtered off, and the solvent was removed in vacuo. The residue was dissolved in water and admixed with ether. By addition of sodium bic... Starting materials: [Mg] (magnesium), P(=O)([O-])(O)O.[Na+] (monosodium phosphate), C(C#C)N1C(=C(C2=CC=CC=C12)C=O)C(F)(F)F (1-(2-propynyl)-2-trifluoromethyl-3-formyl-(1H)-indole), solution, C(#C)Br.[Mg] (magnesium ethynyl bromide), C(C)(C)OC(C)C (isopropyl ether). Solvent: O1CCCC1 (tetrahydrofuran), O1CCCC1 (tetrahydrofuran). Run at temperature -5 celsius, time 1 hour. Yields the product C(C#C)N1C(=C(C2=CC=CC=C12)C(C#C)O)C(F)(F)F (1(RS) [1-(2-propynyl)-2-trifluoromethyl-(1H)-indol-3-yl]-prop-2-ynyl alcohol). As a reaction SMILES: [CH2:1]([N:4]1[C:12]2[C:7](=[CH:8][CH:9]=[CH:10][CH:11]=2)[C:6]([CH:13]=[O:14])=[C:5]1[C:15]([F:18])([F:17])[F:16])[C:2]#[CH:3].[C:19](Br)#[CH:20].[Mg].[Mg].P(O)(O)([O-])=O.[Na+].C(OC(C)C)(C)C>O1CCCC1>[CH2:1]([N:4]1[C:12]2[C:7](=[CH:8][CH:9]=[CH:10][CH:11]=2)[C:6]([CH:13]([OH:14])[C:19]#[CH:20])=[C:5]1[C:15]([F:18])([F:16])[F:17])[C:2]#[CH:3] |f:1.2,4.5|. Procedure details: 4.5 g of 1-(2-propynyl)-2-trifluoromethyl-3-formyl-(1H)-indole in 30 ml of tetrahydrofuran were cooled at -15° C. and over 15 minutes, 26 ml of a solution of magnesium ethynyl bromide in tetrahydrofuran (0.8M ) were added. After stirring for one hour at -5° C., another 5 ml of magnesium solution were added, and the mixture was allowed to return to ambient temperature. After stirring for 30 minutes and then pouring into a saturated aqueous solution of monosodium phosphate, extraction was carried ... Solvent: chloroform-d-3. Starting materials: N1C2C(CC1=O)CC1CCCC=C12 (3,3a,4,4a,5,6,7,8b-octahydro-1H-indeno[1,2-b]pyrrol-2-one), OS(=O)(=O)C(F)(F)F (triflic acid). Yields the product N1C2C(CC1=O)CC=1CCCCC12 (3,3a,4,5,6,7,8,8b-octahydro-1H-indeno[1,2-b]pyrrol-2-one). Reported procedure: To a solution of 3,3a,4,4a,5,6,7,8b-octahydro-1H-indeno[1,2-b]pyrrol-2-one (600 mg, 3.38 mmol) in chloroform-d-3 (4 mL) under argon was added triflic acid (0.152 mL) and the solution was stirred 4 h at 40° C. The solution was cooled down and passed through celite, washed with dichloromethane and evaporated. Purification by flash chromatography (ethyl acetate) gave 3,3a,4,5,6,7,8,8b-octahydro-1H-indeno[1,2-b]pyrrol-2-one (322 mg, 53%) as an orange oil. LCMS (Method B): 0.76 min; ES+ 178 (M+H+). Isolated yield 53.7%. Reaction SMILES: [NH:1]1[C:5](=[O:6])[CH2:4][CH:3]2[CH2:7][CH:8]3[C:13]([CH:2]12)=[CH:12][CH2:11][CH2:10][CH2:9]3.OS(C(F)(F)F)(=O)=O>>[NH:1]1[C:5](=[O:6])[CH2:4][CH:3]2[CH2:7][C:8]3[CH2:9][CH2:10][CH2:11][CH2:12][C:13]=3[CH:2]12. Reaction conditions: temperature 40 celsius, time 4 hour. Reactants: ClC=1C=CC=C2C=C(N(C(C12)=O)C1=CC=CC=C1)[C@H](C)NC1=CC=NC=2N1N=CC2 ((S)-8-chloro-2-phenyl-3-(1-(pyrazolo[1,5-a]pyrimidin-7-ylamino)ethyl)isoquinolin-1(2H)-one), CN1N=CC(=C1)B1OC(C(O1)(C)C)(C)C (1-methyl-4-(4,4,5,5-tetramethyl-1,3,2-dioxaborolan-2-yl)-1H-pyrazole), C(=O)([O-])[O-].[Na+].[Na+] (Na2CO3). Reagents/catalysts: C1=CC=C(C=C1)P([C-]2C=CC=C2)C3=CC=CC=C3.C1=CC=C(C=C1)P([C-]2C=CC=C2)C3=CC=CC=C3.Cl[Pd]Cl.[Fe+2] (PdCl2(dppf)). The solvent is CN(C(C)=O)C (N,N-dimethylacetamide), O (water). Reaction conditions: temperature 80 celsius, time 8 hour. Product: CN1N=CC(=C1)C=1C=CC=C2C=C(N(C(C12)=O)C1=CC=CC=C1)[C@H](C)NC1=CC=NC=2N1N=CC2 ((S)-8-(1-methyl-1H-pyrazol-4-yl)-2-phenyl-3-(1-(pyrazolo[1,5-a]pyrimidin-7-ylamino)ethyl)isoquinolin-1(2H)-one). The yield is 60.0%. Reaction SMILES: Cl[C:2]1[CH:3]=[CH:4][CH:5]=[C:6]2[C:11]=1[C:10](=[O:12])[N:9]([C:13]1[CH:18]=[CH:17][CH:16]=[CH:15][CH:14]=1)[C:8]([C@@H:19]([NH:21][C:22]1[N:27]3[N:28]=[CH:29][CH:30]=[C:26]3[N:25]=[CH:24][CH:23]=1)[CH3:20])=[CH:7]2.[CH3:31][N:32]1[CH:36]=[C:35](B2OC(C)(C)C(C)(C)O2)[CH:34]=[N:33]1.C([O-])([O-])=O.[Na+].[Na+]>CN(C)C(=O)C.O.C1C=CC(P(C2C=CC=CC=2)[C-]2C=CC=C2)=CC=1.C1C=CC(P(C2C=CC=CC=2)[C-]2C=CC=C2)=CC=1.Cl[Pd]Cl.[Fe+2]>[CH3:31][N:32]1[CH:36]=[C:35]([C:2]2[CH:3]=[CH:4][CH:5]=[C:6]3[C:11]=2[C:10](=[O:12])[N:9]([C:13]2[CH:18]=[CH:17][CH:16]=[CH:15][CH:14]=2)[C:8]([C@@H:19]([NH:21][C:22]2[N:27]4[N:28]=[CH:29][CH:30]=[C:26]4[N:25]=[CH:24][CH:23]=2)[CH3:20])=[CH:7]3)[CH:34]=[N:33]1 |f:2.3.4,7.8.9.10|. Reported procedure: A mixture of (S)-8-chloro-2-phenyl-3-(1-(pyrazolo[1,5-a]pyrimidin-7-ylamino)ethyl)isoquinolin-1(2H)-one II-2 (66 mg, 0.158 mmol, 1.0 eq), 1-methyl-4-(4,4,5,5-tetramethyl-1,3,2-dioxaborolan-2-yl)-1H-pyrazole (66 mg, 0.316 mmol, 2.0 eq), PdCl2(dppf) (13 mg, 0.016 mmol, 0.1 eq) and Na2CO3 (84 mg, 0.79 mmol, 5.0 eq) was suspended in a mixture of N,N-dimethylacetamide (5 mL) and water (2 mL). The resulting mixture was degassed and back-filled with argon three times and stirred at 80° C. under argon o...